From a dataset of the Open Reaction Database (ORD), a public repository of structured organic reaction records. describe an organic reaction: reactants, conditions, products, and yield RXN SMILES: [C:1]([C:5]1[S:9][C:8]([N:10]=[C:11]=[O:12])=[N:7][N:6]=1)([CH3:4])([CH3:3])[CH3:2].[CH2:13]([NH:16][CH2:17][CH:18]=[O:19])[CH2:14][CH3:15]>C1C=CC=CC=1>[CH2:13]([N:16]([CH2:17][CH:18]=[O:19])[C:11]([NH:10][C:8]1[S:9][C:5]([C:1]([CH3:4])([CH3:2])[CH3:3])=[N:6][N:7]=1)=[O:12])[CH2:14][CH3:15]. Reactants: C(C)(C)(C)C1=NN=C(S1)N=C=O (5-t-butyl-1,3,4-thiadiazol-2-yl isocyanate), dimethyl acetal, C(CC)NCC=O (2-propylaminoacetaldehyde). Yields the product dimethyl acetal, C(CC)N(C(=O)NC=1SC(=NN1)C(C)(C)C)CC=O (2-[1-propyl-3-(5-t-butyl-1,3,4-thiadiazol-2-yl)ureido]acetaldehyde). The solvent is C1=CC=CC=C1 (benzene), C1=CC=CC=C1 (benzene). Reported procedure: A mixture of 5-t-butyl-1,3,4-thiadiazol-2-yl isocyanate dimer (0.05 mole), the dimethyl acetal of 2-propylaminoacetaldehyde (0.1 mole) and benzene (60 ml) are charged into a glass reaction vessel equipped with a mechanical stirrer and reflux condenser. The reaction mixture is heated at reflux for a period of about 15 minutes. After this time the mixture is stripped of benzene under reduced pressure to yield a solid product as the residue. The residue is then recrystallized to yield the desired p... The reactants are COC=1C=C(C(=O)N2C[C@](CC2)(CCOS(=O)(=O)C)C2=CC(=C(C=C2)Cl)Cl)C=C(C1OC)OC ((R)-1-(3,4,5-trimethoxybenzoyl)-3-(3,4-dichlorophenyl)-3-(2-methanesulfonyloxyethyl)pyrrolidine), C(C)OCCN1C(=NC2=C1C=CC=C2)NC2CCNCC2 ((1-(2-ethoxyethyl)-1H-benzimidazol-2-yl)(piperidin-4-yl)amine). Reported procedure: Prepare by the method of Example 1.6 using (R)-1-(3,4,5-trimethoxybenzoyl)-3-(3,4-dichlorophenyl)-3-(2-methanesulfonyloxyethyl)pyrrolidine and (1-(2-ethoxyethyl)-1H-benzimidazol-2-yl)(piperidin-4-yl)amine to give the title compound. The product is COC=1C=C(C(=O)N2C[C@@](CC2)(C2=CC(=C(C=C2)Cl)Cl)CCN2CCC(CC2)NC2=NC3=C(N2CCOCC)C=CC=C3)C=C(C1OC)OC ((S)-1-(3,4,5-trimethoxybenzoyl)-3-(2-(4-(1-(2-ethoxyethyl)-1H-benzimidazol-2-yl-amino)piperidin-1-yl)ethyl)-3-(3,4-dichlorophenyl)pyrrolidine). As a reaction SMILES: [CH3:1][O:2][C:3]1[CH:4]=[C:5]([CH:28]=[C:29]([O:33][CH3:34])[C:30]=1[O:31][CH3:32])[C:6]([N:8]1[CH2:12][CH2:11][C@:10]([C:20]2[CH:25]=[CH:24][C:23]([Cl:26])=[C:22]([Cl:27])[CH:21]=2)([CH2:13][CH2:14]OS(C)(=O)=O)[CH2:9]1)=[O:7].[CH2:35]([O:37][CH2:38][CH2:39][N:40]1[C:44]2[CH:45]=[CH:46][CH:47]=[CH:48][C:43]=2[N:42]=[C:41]1[NH:49][CH:50]1[CH2:55][CH2:54][NH:53][CH2:52][CH2:51]1)[CH3:36]>>[CH3:34][O:33][C:29]1[CH:28]=[C:5]([CH:4]=[C:3]([O:2][CH3:1])[C:30]=1[O:31][CH3:32])[C:6]([N:8]1[CH2:12][CH2:11][C@@:10]([CH2:13][CH2:14][N:53]2[CH2:54][CH2:55][CH:50]([NH:49][C:41]3[N:40]([CH2:39][CH2:38][O:37][CH2:35][CH3:36])[C:44]4[CH:45]=[CH:46][CH:47]=[CH:48][C:43]=4[N:42]=3)[CH2:51][CH2:52]2)([C:20]2[CH:25]=[CH:24][C:23]([Cl:26])=[C:22]([Cl:27])[CH:21]=2)[CH2:9]1)=[O:7]. Reactants: C(C1=CC=CC=C1)OC(=O)N1C[C@@H](CCC1)C(CCOS(=O)(=O)C)NCC=C ((R)-3-(1-allylamino-3-methanesulfonyloxypropyl)piperidine-1-carboxylic acid benzyl ester). The solvent is CC#N (CH3CN). The product is C(C1=CC=CC=C1)OC(=O)N1C[C@@H](CCC1)C1N(CC1)CC=C ((R)-3-(1-Allylazetidin-2-yl)piperidine-1-carboxylic acid benzyl ester). Yield: 85.2%. Reaction SMILES: [CH2:1]([O:8][C:9]([N:11]1[CH2:16][CH2:15][CH2:14][C@@H:13]([CH:17]([NH:25][CH2:26][CH:27]=[CH2:28])[CH2:18][CH2:19]OS(C)(=O)=O)[CH2:12]1)=[O:10])[C:2]1[CH:7]=[CH:6][CH:5]=[CH:4][CH:3]=1>CC#N>[CH2:1]([O:8][C:9]([N:11]1[CH2:16][CH2:15][CH2:14][C@@H:13]([CH:17]2[CH2:18][CH2:19][N:25]2[CH2:26][CH:27]=[CH2:28])[CH2:12]1)=[O:10])[C:2]1[CH:7]=[CH:6][CH:5]=[CH:4][CH:3]=1. Procedure details: A solution of (R)-3-(1-allylamino-3-methanesulfonyloxypropyl)piperidine-1-carboxylic acid benzyl ester (326 mg, 0.794 mmol) in CH3CN (12 mL) was heated at 100° C. for 1 h using microwave irradiation. After cooling to RT, the reaction mixture was concentrated in vacuo. The residue was partitioned between 2M sodium carbonate and EtOAc. The aqueous phase was extracted with EtOAc. The combined organic phases were washed with brine, then dried (Na2SO4) and concentrated in vacuo. The resulting residue... Reactants: C=C[Sn](CCCC)(CCCC)CCCC, [Cl-], O=S(=O)(Oc1cccc2c1nc(COc1ccc(Cl)cc1)n2S(=O)(=O)C(F)(F)F)C(F)(F)F, [Li+], C1CCOC1, [Pd]. Product: C=Cc1cccc2c1nc(COc1ccc(Cl)cc1)n2S(=O)(=O)C(F)(F)F. As a reaction SMILES: [CH:36](=[CH2:37])[Sn:38]([CH2:39][CH2:40][CH2:41][CH3:42])([CH2:43][CH2:44][CH2:45][CH3:46])[CH2:47][CH2:48][CH2:49][CH3:50].[Cl-:35].[F:1][C:2]([F:3])([F:4])[S:5]([O:6][c:7]1[cH:8][cH:9][cH:10][c:11]2[n:12]([S:25](=[O:26])(=[O:27])[C:28]([F:29])([F:30])[F:31])[c:13]([CH2:16][O:17][c:18]3[cH:19][cH:20][c:21]([Cl:24])[cH:22][cH:23]3)[n:14][c:15]12)(=[O:32])=[O:33].[Li+:34].[O:51]1[CH2:52][CH2:53][CH2:54][CH2:55]1.[Pd:56]>>[c:7]1([CH:36]=[CH2:37])[cH:8][cH:9][cH:10][c:11]2[n:12]([S:25](=[O:26])(=[O:27])[C:28]([F:29])([F:30])[F:31])[c:13]([CH2:16][O:17][c:18]3[cH:19][cH:20][c:21]([Cl:24])[cH:22][cH:23]3)[n:14][c:15]12. Starting materials: O=C([O-])[O-], O=C(CCCCCCCBr)NOCc1ccccc1, COc1cc2c(cc1OC)CC(C)NC2, Cl, [K+], [K+], CN(C)C=O. The product is COc1cc2c(cc1OC)CN(CCCCCCCC(=O)NOCc1ccccc1)C(C)C2. RXN SMILES: [C:36](=[O:37])([O-:38])[O-:39].[CH2:1]([c:2]1[cH:3][cH:4][cH:5][cH:6][cH:7]1)[O:8][NH:9][C:10]([CH2:11][CH2:12][CH2:13][CH2:14][CH2:15][CH2:16][CH2:17][Br:18])=[O:19].[CH3:21][O:22][c:23]1[cH:24][c:25]2[c:30]([cH:31][c:32]1[O:33][CH3:34])[CH2:29][NH:28][CH:27]([CH3:35])[CH2:26]2.[ClH:20].[K+:40].[K+:41].[O:42]=[CH:43][N:44]([CH3:45])[CH3:46]>>[CH2:1]([c:2]1[cH:3][cH:4][cH:5][cH:6][cH:7]1)[O:8][NH:9][C:10]([CH2:11][CH2:12][CH2:13][CH2:14][CH2:15][CH2:16][CH2:17][N:28]1[CH:27]([CH3:35])[CH2:26][c:25]2[cH:24][c:23]([O:22][CH3:21])[c:32]([O:33][CH3:34])[cH:31][c:30]2[CH2:29]1)=[O:19].